This data is from the Open Reaction Database (ORD), a public repository of structured organic reaction records. The task is: describe an organic reaction: reactants, conditions, products, and yield Starting materials: C1(=CC=CC=C1)COC(=O)N[C@@H](CC(=O)[O-])C1=CC=CC=C1 ((S)-β-[[(phenylmethoxy)carbonyl]amino]-benzenepropanoate), [OH-].[Na+] (NaOH). The solvent is C1CCOC1 (THF). Product: C1(=CC=CC=C1)COC(=O)N[C@@H](CC(=O)O)C1=CC=CC=C1 ((S)-β-[[(phenylmethoxy)carbonyl]amino]benzenepropanoic acid). The yield is 91.8%. RXN SMILES: [C:1]1([CH2:7][O:8][C:9]([NH:11][C@H:12]([C:17]2[CH:22]=[CH:21][CH:20]=[CH:19][CH:18]=2)[CH2:13][C:14]([O-:16])=[O:15])=[O:10])[CH:6]=[CH:5][CH:4]=[CH:3][CH:2]=1.[OH-].[Na+]>C1COCC1>[C:1]1([CH2:7][O:8][C:9]([NH:11][C@H:12]([C:17]2[CH:18]=[CH:19][CH:20]=[CH:21][CH:22]=2)[CH2:13][C:14]([OH:16])=[O:15])=[O:10])[CH:2]=[CH:3][CH:4]=[CH:5][CH:6]=1 |f:1.2|. Reported procedure: A solution of (S)-β-[[(phenylmethoxy)carbonyl]amino]-benzenepropanoate (1.60 g, 5.11 mmol), 1 M NaOH (25 mL) and THF (25 mL) is stirred 18 hours at ambient temperature. The reaction is concentrated in vacuo to remove THF, the residue diluted with 30 mL H2O, and washed with (3×25 mL) Et2O. The aqueous phase is brought to pH=3 with concentration. HCl and the resulting precipitate collected and dried to afford 1.40 g (4.69 mmol, 92%) product as a white solid. mp 135° C. The reactants are FC1=CC=C(C=C1)OC1=CC=C(C=N1)C(=O)N(C1=CC(=C(C=N1)CN1C[C@@H](N(CC1)C(=O)OC(C)(C)C)C)C)C (1,1-Dimethylethyl (2S)-4-({6-[({6-[(4-fluorophenyl)oxy]-3-pyridinyl}carbonyl)(methyl)amino]-4-methyl-3-pyridinyl}methyl)-2-methyl-1-piperazinecarboxylate), C(=O)(C(F)(F)F)O (TFA). Solvent: C(Cl)Cl (DCM). The product is FC1=CC=C(C=C1)OC1=CC=C(C=N1)C(=O)N(C1=NC=C(C(=C1)C)CN1C[C@@H](NCC1)C)C (6-[(4-Fluorophenyl)oxy]-N-methyl-N-(4-methyl-5-{[(3S)-3-methyl-1-piperazinyl]methyl}-2-pyridinyl)-3-pyridinecarboxamide). Yield: 71.0%. RXN SMILES: [F:1][C:2]1[CH:7]=[CH:6][C:5]([O:8][C:9]2[N:14]=[CH:13][C:12]([C:15]([N:17]([CH3:40])[C:18]3[N:23]=[CH:22][C:21]([CH2:24][N:25]4[CH2:30][CH2:29][N:28](C(OC(C)(C)C)=O)[C@@H:27]([CH3:38])[CH2:26]4)=[C:20]([CH3:39])[CH:19]=3)=[O:16])=[CH:11][CH:10]=2)=[CH:4][CH:3]=1.C(O)(C(F)(F)F)=O>C(Cl)Cl>[F:1][C:2]1[CH:7]=[CH:6][C:5]([O:8][C:9]2[N:14]=[CH:13][C:12]([C:15]([N:17]([CH3:40])[C:18]3[CH:19]=[C:20]([CH3:39])[C:21]([CH2:24][N:25]4[CH2:30][CH2:29][NH:28][C@@H:27]([CH3:38])[CH2:26]4)=[CH:22][N:23]=3)=[O:16])=[CH:11][CH:10]=2)=[CH:4][CH:3]=1. Procedure details: 1,1-Dimethylethyl (2S)-4-({6-[({6-[(4-fluorophenyl)oxy]-3-pyridinyl}carbonyl)(methyl)amino]-4-methyl-3-pyridinyl}methyl)-2-methyl-1-piperazinecarboxylate (D118) (26 mg, 0.047 mmol) was dissolved in dry DCM (4 mL). TFA (1 mL) was added and the reaction mixture was stirred at room temperature, under argon. The reaction mixture was concentrated, re-dissolved in methanol (2 mL) and loaded on to a 1 g SCX cartridge. Elution with methanol (20 mL) followed by 2M NH3 in methanol (20 mL) gave a colourles... The reactants are CO, COC(=O)c1ccccc1Oc1ccc(C(F)(F)F)cc1[N+](=O)[O-]. Yields the product COC(=O)c1ccccc1Oc1ccc(C(F)(F)F)cc1N. As a reaction SMILES: [CH3:25][OH:26].[N+:1]([O-:2])(=[O:3])[c:4]1[c:5]([O:6][c:7]2[c:8]([C:9](=[O:10])[O:11][CH3:12])[cH:13][cH:14][cH:15][cH:16]2)[cH:17][cH:18][c:19]([C:21]([F:22])([F:23])[F:24])[cH:20]1>>[NH2:1][c:4]1[c:5]([O:6][c:7]2[c:8]([C:9](=[O:10])[O:11][CH3:12])[cH:13][cH:14][cH:15][cH:16]2)[cH:17][cH:18][c:19]([C:21]([F:22])([F:23])[F:24])[cH:20]1. Reactants: S1C(=CC=C1)CC#N (thiophen-2-yl-acetonitrile), BrCC(=O)OCC (ethyl bromoacetate). Product: C(C)OC(CC(CC(=O)OCC)(C=1SC=CC1)C#N)=O (3-cyano-3-(thiophen-2-yl)-pentanedioic acid diethyl ester). Reaction SMILES: [S:1]1[CH:5]=[CH:4][CH:3]=[C:2]1[CH2:6][C:7]#[N:8].Br[CH2:10][C:11]([O:13][CH2:14][CH3:15])=[O:12]>>[CH2:14]([O:13][C:11](=[O:12])[CH2:10][C:6]([C:7]#[N:8])([C:2]1[S:1][CH:5]=[CH:4][CH:3]=1)[CH2:10][C:11]([O:13][CH2:14][CH3:15])=[O:12])[CH3:15]. Reported procedure: Prepare by the method of example 1.1.2 using thiophen-2-yl-acetonitrile (0.161 mol) and ethyl bromoacetate (0.325 mol). Chromatograph on silica gel to give the title compound. The reactants are CCO, [Na+], [OH-], CC(=O)OCC(=O)Nc1nc(CN2CCC(c3c[nH]c4ccccc34)CC2)cs1. Product: O=C(CO)Nc1nc(CN2CCC(c3c[nH]c4ccccc34)CC2)cs1. Reaction SMILES: [CH3:32][CH2:33][OH:34].[Na+:31].[OH-:30].[nH:1]1[cH:2][c:3]([CH:10]2[CH2:11][CH2:12][N:13]([CH2:16][c:17]3[n:18][c:19]([NH:22][C:23]([CH2:24][O:25][C:26](=[O:27])[CH3:28])=[O:29])[s:20][cH:21]3)[CH2:14][CH2:15]2)[c:4]2[cH:5][cH:6][cH:7][cH:8][c:9]12>>[nH:1]1[cH:2][c:3]([CH:10]2[CH2:11][CH2:12][N:13]([CH2:16][c:17]3[n:18][c:19]([NH:22][C:23]([CH2:24][OH:25])=[O:29])[s:20][cH:21]3)[CH2:14][CH2:15]2)[c:4]2[cH:5][cH:6][cH:7][cH:8][c:9]12. Starting materials: Brc1ccccc1, O=C([O-])[O-], CCCOC(=O)c1sc(C(=O)OCCC)c(O)c1C, CC(C)=O, [K+], [K+], C1COCCO1, O=S(=O)(Cl)Cl. Product: CCCOC(=O)c1sc(C(=O)OCCC)c(OS(=O)(=O)c2ccc(Br)cc2)c1C. RXN SMILES: [Br:37][c:38]1[cH:39][cH:40][cH:41][cH:42][cH:43]1.[C:26](=[O:27])([O-:28])[O-:29].[CH3:1][c:2]1[c:3]([C:14](=[O:15])[O:16][CH2:17][CH2:18][CH3:19])[s:4][c:5]([C:8](=[O:9])[O:10][CH2:11][CH2:12][CH3:13])[c:6]1[OH:7].[CH3:44][C:45](=[O:46])[CH3:47].[K+:30].[K+:31].[O:20]1[CH2:21][CH2:22][O:23][CH2:24][CH2:25]1.[S:32](=[O:33])(=[O:34])([Cl:35])[Cl:36]>>[CH3:1][c:2]1[c:3]([C:14](=[O:15])[O:16][CH2:17][CH2:18][CH3:19])[s:4][c:5]([C:8](=[O:9])[O:10][CH2:11][CH2:12][CH3:13])[c:6]1[O:7][S:32](=[O:33])(=[O:34])[c:41]1[cH:40][cH:39][c:38]([Br:37])[cH:43][cH:42]1. Reactants: C(=O)N1CCN2N=CC(=C21)CCC(=O)OCC (ethyl 3-(1-formyl-2,3-dihydro-1H-imidazo[1,2-b]pyrazol-7-yl)propanoate), N (ammonia). Solvent: CO (methanol). The product is N1CCN2N=CC(=C21)CCC(=O)N (3-(2,3-dihydro-1H-imidazo[1,2-b]pyrazol-7-yl)propanamide). As a reaction SMILES: C([N:3]1[C:10]2[N:6]([N:7]=[CH:8][C:9]=2[CH2:11][CH2:12][C:13]([O:15]CC)=O)[CH2:5][CH2:4]1)=O.[NH3:18]>CO>[NH:3]1[C:10]2[N:6]([N:7]=[CH:8][C:9]=2[CH2:11][CH2:12][C:13]([NH2:18])=[O:15])[CH2:5][CH2:4]1. Procedure: A solution of ethyl 3-(1-formyl-2,3-dihydro-1H-imidazo[1,2-b]pyrazol-7-yl)propanoate (10 g) in a mixture of methanol (50 ml) and an aqueous solution of 28% ammonia (104 ml) was stirred at room temperature for 41 hours. After evaporation of the solvent in vacuo, the residue was triturated with diisopropyl alcohol, dried in vacuo to give 3-(2,3-dihydro-1H-imidazo[1,2-b]pyrazol-7-yl)propanamide (6.44 g).